The task is: describe an organic reaction: reactants, conditions, products, and yield. This data is from the Open Reaction Database (ORD), a public repository of structured organic reaction records. The reactants are ClC1=NC=CC2=C1SC(=N2)C2=C(C=CC=C2[N+](=O)[O-])Cl (4-chloro-2-(2-chloro-6-nitrophenyl)thiazolo[5,4-c]pyridine). Reagents/catalysts: [Fe] (Iron). Run in CC(=O)O (AcOH). Run at temperature 100 celsius. Yields the product ClC=1C(=C(C=CC1)N)C=1SC=2C(=NC=CC2N1)Cl (3-Chloro-2-(4-chlorothiazolo[5,4-c]pyridin-2-yl)-phenylamine). The yield is 79.0%. Reaction SMILES: [Cl:1][C:2]1[C:7]2[S:8][C:9]([C:11]3[C:16]([N+:17]([O-])=O)=[CH:15][CH:14]=[CH:13][C:12]=3[Cl:20])=[N:10][C:6]=2[CH:5]=[CH:4][N:3]=1>CC(O)=O.[Fe]>[Cl:20][C:12]1[C:11]([C:9]2[S:8][C:7]3[C:2]([Cl:1])=[N:3][CH:4]=[CH:5][C:6]=3[N:10]=2)=[C:16]([NH2:17])[CH:15]=[CH:14][CH:13]=1. Procedure: Iron powder (6.08 g, 109 mmol) was added to a solution of 4-chloro-2-(2-chloro-6-nitrophenyl)thiazolo[5,4-c]pyridine (3.55 g, 10.9 mmol) in AcOH (100 mL). The reaction mixture was heated at 100° C. for 30 minutes and then allowed to cool to room temperature. The volatiles were removed under reduced pressure and the resultant residue was dissolved in DCM/MeOH and filtered through Celite® washing further with MeOH. The combined washings were concentrated under reduced pressure and the resultant re... Starting materials: ClC1=C(C(C(=O)O)=CC=C1)N (3-chloroanthranilic acid), ClC=1C=C(C(C(=O)O)=C(C1)Cl)N (4,6-dichloroanthranilic acid), NOC1=CCCCCC1 (1-aza-2-methoxy-1-cycloheptene), N1C(=O)C(=O)C2=CC=CC=C12 (isatine), OO (hydrogen peroxide). The solvent is C1(=CC=CC=C1)C (toluene). Product: ClC1=C2C(N3C(=NC2=CC(=C1)Cl)CCCCC3)=O (1,3-Dichloro-7,8,9,10-tetrahydroazepino[2,1-b]quinazolin-12(6H)-one). Reaction SMILES: [Cl:1][C:2]1[CH:3]=[C:4]([NH2:12])[C:5](=[C:9]([Cl:11])[CH:10]=1)[C:6]([OH:8])=O.[NH:13]1[C:23]2[C:18](=[CH:19][CH:20]=[CH:21][CH:22]=2)C(=O)C1=O.OO.ClC1C=CC=C(C(O)=O)C=1N.NOC1CCCCCC=1>C1(C)C=CC=CC=1>[Cl:11][C:9]1[CH:10]=[C:2]([Cl:1])[CH:3]=[C:4]2[C:5]=1[C:6](=[O:8])[N:13]1[CH2:22][CH2:21][CH2:20][CH2:19][CH2:18][C:23]1=[N:12]2. Reported procedure: To a stirred suspension of 15 g of 4,6-dichloroanthranilic acid (prepared from the corresponding isatine: T. Sandmeyer Helv. Chim. Acta, 2:234 (1919), by oxidation with alkaline hydrogen peroxide, following the procedure described by Baker et al., J. Org. Chem., 17:141 (1952) for the synthesis of 3-chloroanthranilic acid) in 100 mL of toluene was added 20 g of 1-aza-2-methoxy-1-cycloheptene. The mixture was stirred for an hour at room temperature, followed by heating under reflux for 18 hours. T... Reactants: C(C)(C)C=1C=C(C=O)C=C(C1OC)C(C)C (3,5-Diisopropyl-4-methoxybenzaldehyde), OC1=CC=C2CC(NC2=C1)=O (6-hydroxy-2-oxindole). The product is C(C)(C)C=1C=C(C=C2C(NC3=CC(=CC=C23)O)=O)C=C(C1OC)C(C)C (3-(3,5-Diisopropyl-4-methoxybenzylidene)-6-hydroxy-1,3-dihydroindol-2-one). Reaction SMILES: [CH:1]([C:4]1[CH:5]=[C:6]([CH:9]=[C:10]([CH:14]([CH3:16])[CH3:15])[C:11]=1[O:12][CH3:13])[CH:7]=O)([CH3:3])[CH3:2].[OH:17][C:18]1[CH:26]=[C:25]2[C:21]([CH2:22][C:23](=[O:27])[NH:24]2)=[CH:20][CH:19]=1>>[CH:1]([C:4]1[CH:5]=[C:6]([CH:9]=[C:10]([CH:14]([CH3:16])[CH3:15])[C:11]=1[O:12][CH3:13])[CH:7]=[C:22]1[C:21]2[C:25](=[CH:26][C:18]([OH:17])=[CH:19][CH:20]=2)[NH:24][C:23]1=[O:27])([CH3:3])[CH3:2]. Reported procedure: 3,5-Diisopropyl-4-methoxybenzaldehyde was condensed with 6-hydroxy-2-oxindole to give 0.3 g of 3-(3,5-Diisopropyl-4-methoxybenzylidene)-6-hydroxy-1,3-dihydroindol-2-one as a yellow-orange solid. Product: COc1cc2c(c3c1OC(C)(C)C3)C(c1cccc(NC(=O)C3CCN(C(=O)OC(C)(C)C)CC3)c1)=NC(C)(C)C2. RXN SMILES: [C:13]([CH3:14])([CH3:15])([CH3:16])[O:17][C:18](=[O:19])[N:20]1[CH2:21][CH2:22][CH:23]([C:24](=[O:25])[OH:26])[CH2:27][CH2:28]1.[C:66](=[O:67])([O-:68])[OH:69].[CH2:2]([N:3]=[C:4]=[N:5][CH2:6][CH2:7][CH2:8][N:9]([CH3:10])[CH3:11])[CH3:12].[CH3:40][O:41][c:42]1[cH:43][c:44]2[c:49]([c:50]3[c:51]1[O:52][C:53]([CH3:55])([CH3:56])[CH2:54]3)[C:48]([c:57]1[cH:58][c:59]([NH2:63])[cH:60][cH:61][cH:62]1)=[N:47][C:46]([CH3:64])([CH3:65])[CH2:45]2.[CH3:71][N:72]([CH3:73])[CH:74]=[O:75].[ClH:1].[Na+:70].[OH2:29].[OH2:76].[OH:30][n:31]1[c:32]2[cH:33][cH:34][cH:35][cH:36][c:37]2[n:38][n:39]1>>[C:13]([CH3:14])([CH3:15])([CH3:16])[O:17][C:18](=[O:19])[N:20]1[CH2:21][CH2:22][CH:23]([C:24](=[O:26])[NH:63][c:59]2[cH:58][c:57]([C:48]3=[N:47][C:46]([CH3:64])([CH3:65])[CH2:45][c:44]4[cH:43][c:42]([O:41][CH3:40])[c:51]5[c:50]([c:49]43)[CH2:54][C:53]([CH3:55])([CH3:56])[O:52]5)[cH:62][cH:61][cH:60]2)[CH2:27][CH2:28]1. The reactants are CC(C)(C)OC(=O)N1CCC(C(=O)O)CC1, O=C([O-])O, CCN=C=NCCCN(C)C, COc1cc2c(c3c1OC(C)(C)C3)C(c1cccc(N)c1)=NC(C)(C)C2, CN(C)C=O, Cl, [Na+], O, O, On1nnc2ccccc21.